This data is from the Open Reaction Database (ORD), a public repository of structured organic reaction records. The task is: describe an organic reaction: reactants, conditions, products, and yield The reactants are CC(C)(C)OC(=O)NC(Cc1ccccc1C(F)(F)F)C(=O)O, CCN(C(C)C)C(C)C, ClC(Cl)Cl, Cc1oc(C(=O)O)cc1-c1c(Cl)cnn1C, NC(Cc1ccc(F)cc1)CN1C(=O)c2ccccc2C1=O. The product is Cc1oc(C(=O)NC(Cc2ccc(F)cc2)CN2C(=O)c3ccccc3C2=O)cc1-c1c(Cl)cnn1C. As a reaction SMILES: [CH3:39][C:40]([O:41][C:42]([NH:43][CH:44]([C:45]([OH:46])=[O:47])[CH2:48][c:49]1[cH:50][cH:51][cH:52][cH:53][c:54]1[C:55]([F:56])([F:57])[F:58])=[O:59])([CH3:60])[CH3:61].[CH:62]([N:63]([CH2:64][CH3:65])[CH:66]([CH3:67])[CH3:68])([CH3:69])[CH3:70].[CH:71]([Cl:72])([Cl:73])[Cl:74].[Cl:1][c:2]1[cH:3][n:4][n:5]([CH3:16])[c:6]1-[c:7]1[cH:8][c:9]([C:13](=[O:14])[OH:15])[o:10][c:11]1[CH3:12].[NH2:17][CH:18]([CH2:19][N:20]1[C:21](=[O:30])[c:22]2[cH:23][cH:24][cH:25][cH:26][c:27]2[C:28]1=[O:29])[CH2:31][c:32]1[cH:33][cH:34][c:35]([F:38])[cH:36][cH:37]1>>[Cl:1][c:2]1[cH:3][n:4][n:5]([CH3:16])[c:6]1-[c:7]1[cH:8][c:9]([C:13](=[O:15])[NH:17][CH:18]([CH2:19][N:20]2[C:21](=[O:30])[c:22]3[cH:23][cH:24][cH:25][cH:26][c:27]3[C:28]2=[O:29])[CH2:31][c:32]2[cH:33][cH:34][c:35]([F:38])[cH:36][cH:37]2)[o:10][c:11]1[CH3:12]. The solvent is CN(C)C=O (DMF). As a reaction SMILES: [CH3:1][C:2]1[CH:8]=[CH:7][CH:6]=[CH:5][C:3]=1[NH2:4].Br[CH2:10][C:11]1[CH:20]=[CH:19][C:18]2[C:13](=[CH:14][CH:15]=[CH:16][CH:17]=2)[C:12]=1[B:21]1[O:25][C:24]([CH3:27])([CH3:26])[C:23]([CH3:29])([CH3:28])[O:22]1.C([O-])([O-])=O.[K+].[K+].O>CN(C=O)C>[CH3:1][C:2]1[CH:8]=[CH:7][CH:6]=[CH:5][C:3]=1[NH:4][CH2:10][C:11]1[CH:20]=[CH:19][C:18]2[C:13](=[CH:14][CH:15]=[CH:16][CH:17]=2)[C:12]=1[B:21]1[O:25][C:24]([CH3:27])([CH3:26])[C:23]([CH3:29])([CH3:28])[O:22]1 |f:2.3.4|. Yields the product CC1=C(NCC2=C(C3=CC=CC=C3C=C2)B2OC(C(O2)(C)C)(C)C)C=CC=C1 (2-Methyl-N-((1-(4,4,5,5-tetramethyl-1,3,2-dioxaborolan-2-yl)naphthalen-2-yl)methyl)aniline). Reported procedure: A mixture of 10.8 g (101 mmol) of 2-methylaniline, 23.3 g (67.0 mmol) of 2-[2-(bromomethyl)-1-naphthyl]-4,4,5,5-tetramethyl-1,3,2-dioxaborolane (compound 3), and 10.2 g (74.0 mmol) of K2CO3 in 450 mL of DMF was stirred for 12 h at 80° C. The resulting mixture was poured into 1000 mL of water. The product was extracted with 3×200 ml of ethyl acetate. The combined extract was dried over MgSO4 and then evaporated to dryness. The residue was re-crystallized from a mixture of 200 ml of hexane and 10 ... The reactants are CC1=C(N)C=CC=C1 (2-methylaniline), BrCC1=C(C2=CC=CC=C2C=C1)B1OC(C(O1)(C)C)(C)C (2-[2-(Bromomethyl)-1-naphthyl]-4,4,5,5-tetramethyl-1,3,2-dioxaborolane), BrCC1=C(C2=CC=CC=C2C=C1)B1OC(C(O1)(C)C)(C)C (2-[2-(Bromomethyl)-1-naphthyl]-4,4,5,5-tetramethyl-1,3,2-dioxaborolane), C(=O)([O-])[O-].[K+].[K+] (K2CO3), O (water). Reaction conditions: temperature 80 celsius, time 12 hour. The reactants are Cl (hydrochloric acid), FC(CC(C#N)C#N)(C(C(C(F)F)(F)F)(F)F)F (2-(2,2,3,3,4,4,5,5-octafluoropentyl)malononitrile), ICCCCC (iodopentane), C([O-])([O-])=O.[K+].[K+] (potassium carbonate). The solvent is CS(=O)C (dimethyl sulfoxide). Conditions: time 3 hour. Product: FC(CC(C#N)(C#N)CCCCC)(C(C(C(F)F)(F)F)(F)F)F (2-(2,2,3,3,4,4,5,5-octafluoropentyl)-2-pentylmalononitrile). Yield: 51.4%. RXN SMILES: [F:1][C:2]([F:18])([C:9]([F:17])([F:16])[C:10]([F:15])([F:14])[CH:11]([F:13])[F:12])[CH2:3][CH:4]([C:7]#[N:8])[C:5]#[N:6].I[CH2:20][CH2:21][CH2:22][CH2:23][CH3:24].C(=O)([O-])[O-].[K+].[K+].Cl>CS(C)=O>[F:1][C:2]([F:18])([C:9]([F:16])([F:17])[C:10]([F:14])([F:15])[CH:11]([F:13])[F:12])[CH2:3][C:4]([CH2:20][CH2:21][CH2:22][CH2:23][CH3:24])([C:7]#[N:8])[C:5]#[N:6] |f:2.3.4|. Procedure: 1.4 g of 2-(2,2,3,3,4,4,5,5-octafluoropentyl)malononitrile and 1.0 g of iodopentane were dissolved in 10 ml of dimethyl sulfoxide, 0.70 g of potassium carbonate was added, and the mixture was stirred at room temperature for 3 hours. Thereafter, dilute hydrochloric acid was added to the reaction mixture, followed by extraction with ethyl acetate. The organic layer was washed successively with water and aqueous saturated sodium chloride, dried over anhydrous magnesium sulfate, and then concentrate... As a reaction SMILES: [CH3:1][N:2]([CH3:20])[C:3]1[CH:4]=[C:5]([CH:8]=[C:9]([N:17]([CH3:19])[CH3:18])[C:10]=1[N:11]1[CH2:16][CH2:15][CH2:14][CH2:13][CH2:12]1)[CH2:6][OH:7]>[O-2].[O-2].[Mn+4].C(Cl)(Cl)Cl>[CH3:1][N:2]([CH3:20])[C:3]1[CH:4]=[C:5]([CH:8]=[C:9]([N:17]([CH3:19])[CH3:18])[C:10]=1[N:11]1[CH2:16][CH2:15][CH2:14][CH2:13][CH2:12]1)[CH:6]=[O:7] |f:1.2.3|. Reagents/catalysts: [O-2].[O-2].[Mn+4] (manganese dioxide). Run at time 48 hour. The solvent is C(Cl)(Cl)Cl (chloroform). Procedure details: 12.9 G. of 3,5-bis(dimethylamino)-4-piperidinobenzyl alcohol, 17.1 g. of activated manganese dioxide and 80 ml. of chloroform were mixed together and stirred at room temperature for 48 hours. The manganese dioxide was filtered off, washed with chloroform and the chloroform evaporated. After purification over aluminum oxide with benzene and recrystallization from ethanol, there was obtained 3,5-bis(dimethylamino)-4-piperidinobenzaldehyde having a melting point of 114°-116° C. Yields the product CN(C=1C=C(C=O)C=C(C1N1CCCCC1)N(C)C)C (3,5-bis(dimethylamino)-4-piperidinobenzaldehyde). The reactants are CN(C=1C=C(CO)C=C(C1N1CCCCC1)N(C)C)C (3,5-bis(dimethylamino)-4-piperidinobenzyl alcohol). The reactants are [Al+3], CCCC(=O)c1cc(C)cc(NC(=O)c2nnnn2Cc2ccccc2)c1O, [Cl-], [Cl-], [Cl-], ClCCl, Cl, [Na+], [Na+], O=C([O-])[O-]. Yields the product CCCC(=O)c1cc(C)cc(NC(=O)c2nnn[nH]2)c1O. RXN SMILES: [Al+3:30].[CH2:1]([c:2]1[cH:3][cH:4][cH:5][cH:6][cH:7]1)[n:8]1[n:9][n:10][n:11][c:12]1[C:13](=[O:14])[NH:15][c:16]1[c:17]([OH:28])[c:18]([C:23]([CH2:24][CH2:25][CH3:26])=[O:27])[cH:19][c:20]([CH3:22])[cH:21]1.[Cl-:29].[Cl-:31].[Cl-:32].[Cl:34][CH2:35][Cl:36].[ClH:33].[Na+:37].[Na+:38].[O-:39][C:40](=[O:41])[O-:42]>>[n:8]1[n:9][n:10][nH:11][c:12]1[C:13](=[O:14])[NH:15][c:16]1[c:17]([OH:28])[c:18]([C:23]([CH2:24][CH2:25][CH3:26])=[O:27])[cH:19][c:20]([CH3:22])[cH:21]1. Reactants: O (water), solid, P(Cl)(Cl)(Cl)(Cl)Cl (phosphorus pentachloride), O(C1=CC=CC=C1)CC(=O)N[C@H]1[C@@H]2N(C(=C(CS2)OC)C(=O)O)C1=O (7β-phenoxyacetamido-3-methoxy-ceph-3-em-4-carboxylic acid), CN(C1=CC=CC=C1)C (N,N-dimethylaniline), C[Si](Cl)(Cl)C (dimethyldichlorosilane), CN(C1=CC=CC=C1)C (dimethylaniline). Solvent: O1CCOCC1 (dioxane), C(Cl)Cl (methylene chloride), C(CCC)O (n-butanol). Reaction conditions: time 30 minute. Yields the product O1C(COCC1)C(=O)O.Cl.N[C@H]1[C@@H]2N(C(=C(CS2)OC)C(=O)O)C1=O (7β-amino-3-methoxy-ceph-3-em-4-carboxylic acid hydrochloride dioxanate). RXN SMILES: O(CC([NH:11][C@@H:12]1[C:24](=[O:25])[N:14]2[C:15]([C:21]([OH:23])=[O:22])=[C:16]([O:19][CH3:20])[CH2:17][S:18][C@H:13]12)=O)C1C=CC=CC=1.[CH3:26]N(C)C1C=CC=CC=1.C[Si](C)(Cl)[Cl:37].P(Cl)(Cl)(Cl)(Cl)Cl.[OH2:46]>C(Cl)Cl.O1CCOCC1.C(O)CCC>[O:46]1[CH2:26][CH2:20][O:19][CH2:16][CH:15]1[C:21]([OH:23])=[O:22].[ClH:37].[NH2:11][C@@H:12]1[C:24](=[O:25])[N:14]2[C:15]([C:21]([OH:23])=[O:22])=[C:16]([O:19][CH3:20])[CH2:17][S:18][C@H:13]12 |f:8.9.10|. Reported procedure: (ci) A suspension of 11.75 g of 93 percent strength (corresponding to 10.93 g of 100% strength) of 7β-phenoxyacetamido-3-methoxy-ceph-3-em-4-carboxylic acid and 13.4 ml (12.73 g) of N,N-dimethylaniline in 47 ml of absolute methylene chloride (distilled over P2O5) is treated, at +20° C., under nitrogen, with 3.6 ml (3.87 g) of dimethyldichlorosilane and the mixture is then stirred for 30 minutes at the same temperature. The solution, which is now clear, is cooled to -18°/-19° and 7.8 g of solid p... Starting materials: C(C)(=O)NCSC[C@H](N)C(=O)O (S-(acetamidomethyl)-L-cysteine), CN(C=O)C (dimethylformamide), C(C(C)C)OC(=O)Cl (isobutylchloroformate), CCC(C)OC([C@@H](NC(=O)OC(C)(C)C)CCC(=O)O)=O (N-(t-butoxycarbonyl)-L-glutamic acid-γ-butyl ester), CN(C=O)C (dimethylformamide). The reagents and catalysts are CN(C1=CC=NC=C1)C (4-dimethylaminopyridine). Reaction conditions: time 30 minute. The product is C(C)(C)(C)OC(=O)N[C@@H](CC(C(O)=O)OC(C)(C)C)C(=O)N[C@@H](CSCNC(C)=O)C(=O)O (N-(t-butoxycarbonyl)-γ-(t-butoxy)-L-glutamyl-S-acetamidomethyl-L-cysteine). As a reaction SMILES: [C:1]([NH:4][CH2:5][S:6][CH2:7][C@@H:8]([C:10]([OH:12])=[O:11])[NH2:9])(=[O:3])[CH3:2].[CH2:13](OC(Cl)=O)[CH:14]([CH3:16])[CH3:15].CCC(O[C:26](=[O:41])[C@H:27]([CH2:36][CH2:37][C:38]([OH:40])=[O:39])[NH:28][C:29]([O:31][C:32]([CH3:35])([CH3:34])[CH3:33])=[O:30])C.CN(C)C=[O:45]>CN(C)C1C=CN=CC=1>[C:32]([O:31][C:29]([NH:28][C@H:27]([C:26]([NH:9][C@H:8]([C:10]([OH:12])=[O:11])[CH2:7][S:6][CH2:5][NH:4][C:1](=[O:3])[CH3:2])=[O:41])[CH2:36][CH:37]([O:45][C:14]([CH3:16])([CH3:15])[CH3:13])[C:38](=[O:39])[OH:40])=[O:30])([CH3:33])([CH3:34])[CH3:35]. Reported procedure: A solution of S-(acetamidomethyl)-L-cysteine (2 mmol) 1 in 10 mL of anhydrous dimethylformamide containing 4-dimethylaminopyridine (2 mmol) is cooled in an salt-ice bath to 0°-5° C. To this solution is added previously cooled isobutylchloroformate (2 mmol), and the solution is incubated at this temperature for another 30 minutes. A solution of N-(t-butoxycarbonyl)-L-glutamic acid-γ-butyl ester 2 (2 mmol) in 5 mL of dimethylformamide is added at such a rate that the temperature of the reaction mi... The reactants are COc1cc(N2CC3CN(C(=O)OC(C)(C)C)CC3C2)ccc1I, O=C([O-])[O-], CCCc1cccc(CCC)c1-n1cc[n+](-c2c(CCC)cccc2CCC)c1, Cc1ccccc1, [Cl-], [Na+], [Na+], O=C(C=Cc1ccccc1)C=Cc1ccccc1, O=C(C=Cc1ccccc1)C=Cc1ccccc1, O=C(C=Cc1ccccc1)C=Cc1ccccc1, OB(O)c1ccccc1, [Pd], [Pd]. The product is COc1cc(N2CC3CN(C(=O)OC(C)(C)C)CC3C2)ccc1-c1ccccc1. Reaction SMILES: [C:1]([CH3:2])([CH3:3])([CH3:4])[O:5][C:6](=[O:7])[N:8]1[CH2:9][CH:10]2[CH2:11][N:12]([c:16]3[cH:17][c:18]([O:23][CH3:24])[c:19]([I:22])[cH:20][cH:21]3)[CH2:13][CH:14]2[CH2:15]1.[C:64](=[O:65])([O-:66])[O-:67].[CH2:35]([c:36]1[cH:37][cH:38][cH:39][c:40]([CH2:41][CH2:42][CH3:43])[c:44]1-[n+:45]1[cH:46][cH:47][n:48](-[c:49]2[c:50]([CH2:51][CH2:52][CH3:53])[cH:54][cH:55][cH:56][c:57]2[CH2:58][CH2:59][CH3:60])[cH:61]1)[CH2:62][CH3:63].[CH3:70][c:71]1[cH:72][cH:73][cH:74][cH:75][cH:76]1.[Cl-:34].[Na+:68].[Na+:69].[O:115]=[C:116]([CH:117]=[CH:118][c:119]1[cH:120][cH:121][cH:122][cH:123][cH:124]1)[CH:125]=[CH:126][c:127]1[cH:128][cH:129][cH:130][cH:131][cH:132]1.[O:79]=[C:80]([CH:81]=[CH:82][c:83]1[cH:84][cH:85][cH:86][cH:87][cH:88]1)[CH:89]=[CH:90][c:91]1[cH:92][cH:93][cH:94][cH:95][cH:96]1.[O:97]=[C:98]([CH:99]=[CH:100][c:101]1[cH:102][cH:103][cH:104][cH:105][cH:106]1)[CH:107]=[CH:108][c:109]1[cH:110][cH:111][cH:112][cH:113][cH:114]1.[OH:25][B:26]([OH:27])[c:28]1[cH:29][cH:30][cH:31][cH:32][cH:33]1.[Pd:77].[Pd:78]>>[C:1]([CH3:2])([CH3:3])([CH3:4])[O:5][C:6](=[O:7])[N:8]1[CH2:9][CH:10]2[CH2:11][N:12]([c:16]3[cH:17][c:18]([O:23][CH3:24])[c:19](-[c:28]4[cH:29][cH:30][cH:31][cH:32][cH:33]4)[cH:20][cH:21]3)[CH2:13][CH:14]2[CH2:15]1.